The task is: describe an organic reaction: reactants, conditions, products, and yield. This data is from the Open Reaction Database (ORD), a public repository of structured organic reaction records. Yields the product O=C(NCc1ccc(OC(F)(F)F)c(F)c1)C1CN(c2nc3nc(C4CC4)nc(Cl)c3s2)CCN1S(=O)(=O)c1ccc(OC(F)(F)F)cc1. Reactants: CCN(C(C)C)C(C)C, ClC(Cl)Cl, Clc1nc2nc(C3CC3)nc(Cl)c2s1, O=C(NCc1ccc(OC(F)(F)F)c(F)c1)C1CNCCN1S(=O)(=O)c1ccc(OC(F)(F)F)cc1. Reaction SMILES: [CH:51]([N:52]([CH2:53][CH3:54])[CH:55]([CH3:56])[CH3:57])([CH3:58])[CH3:59].[CH:60]([Cl:61])([Cl:62])[Cl:63].[Cl:37][c:38]1[s:39][c:40]2[c:41]([n:42][c:43]([CH:47]3[CH2:48][CH2:49]3)[n:44][c:45]2[Cl:46])[n:50]1.[F:1][c:2]1[cH:3][c:4]([CH2:5][NH:6][C:7](=[O:8])[CH:9]2[N:10]([S:15](=[O:16])(=[O:17])[c:18]3[cH:19][cH:20][c:21]([O:24][C:25]([F:26])([F:27])[F:28])[cH:22][cH:23]3)[CH2:11][CH2:12][NH:13][CH2:14]2)[cH:29][cH:30][c:31]1[O:32][C:33]([F:34])([F:35])[F:36]>>[F:1][c:2]1[cH:3][c:4]([CH2:5][NH:6][C:7](=[O:8])[CH:9]2[N:10]([S:15](=[O:16])(=[O:17])[c:18]3[cH:19][cH:20][c:21]([O:24][C:25]([F:26])([F:27])[F:28])[cH:22][cH:23]3)[CH2:11][CH2:12][N:13]([c:38]3[s:39][c:40]4[c:41]([n:42][c:43]([CH:47]5[CH2:48][CH2:49]5)[n:44][c:45]4[Cl:46])[n:50]3)[CH2:14]2)[cH:29][cH:30][c:31]1[O:32][C:33]([F:34])([F:35])[F:36]. The reactants are CC(C)(C)[O-], N#Cc1ccc(Cl)nc1, [K+], O, OCC(F)(F)F. The product is N#Cc1ccc(OCC(F)(F)F)nc1. As a reaction SMILES: [CH3:16][C:17]([CH3:18])([O-:19])[CH3:20].[Cl:1][c:2]1[n:3][cH:4][c:5]([C:6]#[N:7])[cH:8][cH:9]1.[K+:21].[OH2:22].[OH:10][CH2:11][C:12]([F:13])([F:14])[F:15]>>[c:2]1([O:10][CH2:11][C:12]([F:13])([F:14])[F:15])[n:3][cH:4][c:5]([C:6]#[N:7])[cH:8][cH:9]1. The reactants are NC[C@@H]1[C@H]2CC(C[C@H]2CN1C(=O)C=1N=C(SC1C=1C=C(C=CC1)C)C)C ([(1S,2S,5R)-2-aminomethyl-7-methyl-3-aza-bicyclo[3.3.0]oct-3-yl]-(2-methyl-5-m-tolyl-thiazol-4-yl)-methanone), FC=1C=C(C(=O)O)C=CC1 (3-fluoro-benzoic acid). Yields the product FC=1C=C(C(=O)NC[C@@H]2[C@H]3CC(C[C@H]3CN2C(=O)C=2N=C(SC2C=2C=C(C=CC2)C)C)C)C=CC1 ((1S,2S,5R)-3-Fluoro-N-[7-methyl-3-(2-methyl-5-m-tolyl-thiazole-4-carbonyl)-3-aza-bicyclo[3.3.0]oct-2-ylmethyl]-benzamide). As a reaction SMILES: [NH2:1][CH2:2][C@H:3]1[N:10]([C:11]([C:13]2[N:14]=[C:15]([CH3:25])[S:16][C:17]=2[C:18]2[CH:19]=[C:20]([CH3:24])[CH:21]=[CH:22][CH:23]=2)=[O:12])[CH2:9][C@H:8]2[C@@H:4]1[CH2:5][CH:6]([CH3:26])[CH2:7]2.[F:27][C:28]1[CH:29]=[C:30]([CH:34]=[CH:35][CH:36]=1)[C:31](O)=[O:32]>>[F:27][C:28]1[CH:29]=[C:30]([CH:34]=[CH:35][CH:36]=1)[C:31]([NH:1][CH2:2][C@H:3]1[N:10]([C:11]([C:13]2[N:14]=[C:15]([CH3:25])[S:16][C:17]=2[C:18]2[CH:19]=[C:20]([CH3:24])[CH:21]=[CH:22][CH:23]=2)=[O:12])[CH2:9][C@H:8]2[C@@H:4]1[CH2:5][CH:6]([CH3:26])[CH2:7]2)=[O:32]. Procedure details: prepared by reaction of [(1S,2S,5R)-2-aminomethyl-7-methyl-3-aza-bicyclo[3.3.0]oct-3-yl]-(2-methyl-5-m-tolyl-thiazol-4-yl)-methanone with 3-fluoro-benzoic acid. The reactants are CCCCCCCC(CC)O (deca-8-yl alcohol), C(C(=C)C)(=O)OC (methyl methacrylate), C(C(=C)C)(=O)OC (methyl methacrylate), COC1=CC=C(O)C=C1 (hydroquinone monomethyl ether), [OH-].[Li+] (lithium hydroxide). The solvent is O (water). The product is C(C(=C)C)(=O)OC(CCCCCCC)CC (deca-8-yl methacrylate). RXN SMILES: [CH3:1][CH2:2][CH2:3][CH2:4][CH2:5][CH2:6][CH2:7][CH:8]([OH:11])[CH2:9][CH3:10].[C:12](OC)(=[O:16])[C:13]([CH3:15])=[CH2:14].COC1C=CC(O)=CC=1.[OH-].[Li+]>O>[C:12]([O:11][CH:8]([CH2:9][CH3:10])[CH2:7][CH2:6][CH2:5][CH2:4][CH2:3][CH2:2][CH3:1])(=[O:16])[C:13]([CH3:15])=[CH2:14] |f:3.4|. Procedure: In the same reactor as used in Example 1, 760 kg (5 kmoles) of tricyclo[5.2.1.02,6 ]deca-8-yl alcohol and 1500 kg (15 kmoles) of methyl methacrylate were placed and well mixed with stirring. The water content of the mixture was 2500 ppm. To the mixture, 550 g of hydroquinone monomethyl ether and 3 kg of anhydrous lithium hydroxide were added to carry out the reaction. While refluxing methyl methacrylate through the distillation column, by-produced methanol was removed by distillation. The reacti... Reactants: O=C(OC(C)(C)C)N1CC2CCCC2C1. Reagents/catalysts: N=1C=CC=C2C=CC=3C=CC(=NC3C12)C, O1B(OC(C)(C)C1(C)C)B2OC(C)(C)C(O2)(C)C, C[OH2+].C[OH2+].C1CC=CCCC=C1.C1CC=CCCC=C1.[Ir].[Ir]. Solvent: C1CCCCCCC1. Conditions: temperature 100 celsius, time 20 hour. Yields the product O=C(OC(C)(C)C)N1CC2CC(B3OC(C)(C)C(O3)(C)C)CC2C1. Isolated yield 37.0%.